Dataset: the Open Reaction Database (ORD), a public repository of structured organic reaction records. Task: describe an organic reaction: reactants, conditions, products, and yield Starting materials: C(CCC)OC(=O)NCC1CCN(CC1)C1=C(C=NN1C)NC(=O)C=1N=C(SC1NC(OC(C)(C)C)=O)Br (tert-butyl 4-(5-(4-(butyloxycarbonylaminomethyl)piperidin-1-yl)-1-methyl-1H-pyrazol-4-ylcarbamoyl)-2-bromothiazol-5-ylcarbamate), C(C)(C)C=1C=C(C=CC1)B(O)O (3-isopropylbenzene boronic acid). Yields the product NC1=C(N=C(S1)C1=C(C=CC=C1)C(C)C)C(=O)NC=1C=NN(C1N1CCC(CC1)CN)C (5-amino-N-(5-(4-(aminomethyl)piperidin-1-yl)-1-methyl-1H-pyrazol-4-yl)-2-(2-isopropylphenyl)thiazole-4-carboxamide). The yield is 41.0%. As a reaction SMILES: C(OC([NH:8][CH2:9][CH:10]1[CH2:15][CH2:14][N:13]([C:16]2[N:20]([CH3:21])[N:19]=[CH:18][C:17]=2[NH:22][C:23]([C:25]2[N:26]=[C:27](Br)[S:28][C:29]=2[NH:30]C(=O)OC(C)(C)C)=[O:24])[CH2:12][CH2:11]1)=O)CCC.[CH:39]([C:42]1[CH:43]=[C:44](B(O)O)[CH:45]=[CH:46][CH:47]=1)([CH3:41])[CH3:40]>>[NH2:30][C:29]1[S:28][C:27]([C:47]2[CH:46]=[CH:45][CH:44]=[CH:43][C:42]=2[CH:39]([CH3:41])[CH3:40])=[N:26][C:25]=1[C:23]([NH:22][C:17]1[CH:18]=[N:19][N:20]([CH3:21])[C:16]=1[N:13]1[CH2:14][CH2:15][CH:10]([CH2:9][NH2:8])[CH2:11][CH2:12]1)=[O:24]. Reported procedure: Following Example 278, Suzuki coupling of tert-butyl 4-(5-(4-(butyloxycarbonylaminomethyl)piperidin-1-yl)-1-methyl-1H-pyrazol-4-ylcarbamoyl)-2-bromothiazol-5-ylcarbamate and 3-isopropylbenzene boronic acid gave 269 as a red gum (38 mg, 41% over two steps). 1H NMR (400 MHz, d6-DMSO) δ 8.55 (s, 1H), 7.54-7.33 (m, 6H), 7.28 (t, J=7.5 Hz, 1H), 3.71 (t, J=9.2 Hz, 1H), 3.62 (s, 3H), 3.11-2.93 (m, 4H), 2.42 (d, J=5.4 Hz, 2H), 1.73 (d, J=11.3 Hz, 2H), 1.27-1.21 (m, 9H). Alkyl NH2 not seen. LCMS (ES+) m/... The reactants are C(C)(C)(C)C=1C=C2C=NN(C(C2=C(C1)F)=O)C1=C(C=O)C(=CC=C1)C1=CN(C(C(=C1)NC1=NC=C(C=C1)C(=O)N1CCOCC1)=O)C (2-(6-tert-butyl-8-fluoro-1-oxo-1H-phthalazin-2-yl)-6-{1-methyl-5-[5-(morpholine-4-carbonyl)-pyridin-2-ylamino]-6-oxo-1,6-dihydro-pyridin-3-yl}-benzaldehyde), C(Cl)Cl (CH2Cl2), [BH4-].[Na+] (sodium borohydride). Run in CO (MeOH). Yields the product C(C)(C)(C)C=1C=C2C=NN(C(C2=C(C1)F)=O)C1=C(C(=CC=C1)C1=CN(C(C(=C1)NC1=NC=C(C=C1)C(=O)N1CCOCC1)=O)C)CO (6-tert-Butyl-8-fluoro-2-(2-hydroxymethyl-3-{1-methyl-5-[5-(morpholine-4-carbonyl)-pyridin-2-ylamino]-6-oxo-1,6-dihydro-pyridin-3-yl}-phenyl)-2H-phthalazin-1-one). Yield: 75.1%. Reaction SMILES: [C:1]([C:5]1[CH:6]=[C:7]2[C:12](=[C:13]([F:15])[CH:14]=1)[C:11](=[O:16])[N:10]([C:17]1[CH:24]=[CH:23][CH:22]=[C:21]([C:25]3[CH:30]=[C:29]([NH:31][C:32]4[CH:37]=[CH:36][C:35]([C:38]([N:40]5[CH2:45][CH2:44][O:43][CH2:42][CH2:41]5)=[O:39])=[CH:34][N:33]=4)[C:28](=[O:46])[N:27]([CH3:47])[CH:26]=3)[C:18]=1[CH:19]=[O:20])[N:9]=[CH:8]2)([CH3:4])([CH3:3])[CH3:2].C(Cl)Cl.[BH4-].[Na+]>CO>[C:1]([C:5]1[CH:6]=[C:7]2[C:12](=[C:13]([F:15])[CH:14]=1)[C:11](=[O:16])[N:10]([C:17]1[CH:24]=[CH:23][CH:22]=[C:21]([C:25]3[CH:30]=[C:29]([NH:31][C:32]4[CH:37]=[CH:36][C:35]([C:38]([N:40]5[CH2:45][CH2:44][O:43][CH2:42][CH2:41]5)=[O:39])=[CH:34][N:33]=4)[C:28](=[O:46])[N:27]([CH3:47])[CH:26]=3)[C:18]=1[CH2:19][OH:20])[N:9]=[CH:8]2)([CH3:4])([CH3:2])[CH3:3] |f:2.3|. Reported procedure: 69 mg of 2-(6-tert-butyl-8-fluoro-1-oxo-1H-phthalazin-2-yl)-6-{1-methyl-5-[5-(morpholine-4-carbonyl)-pyridin-2-ylamino]-6-oxo-1,6-dihydro-pyridin-3-yl}-benzaldehyde was weighed into a 20 mL reaction vial fitted with a stir bar and cap. Added 2 mL of CH2Cl2 and 2 mL MeOH and stirred to obtain a clear amber solution. Added 14 mg of sodium borohydride. Stirred at room temperature for 3 hr. Quenched with 5 mL of saturated aqueous NH4Cl. Separated phases and extracted the aqueous phase with 2×2 mL CH... Reactants: CC(C)(C)OC(=O)OC(C)(C)C, C1CCOC1, CC(O)C(N=[N+]=[N-])c1cc(F)c(F)c(F)c1, O, c1ccc(P(c2ccccc2)c2ccccc2)cc1. Yields the product CC(O)C(NC(=O)OC(C)(C)C)c1cc(F)c(F)c(F)c1. As a reaction SMILES: [C:41]([CH3:42])([CH3:43])([CH3:44])[O:45][C:46]([O:47][C:49]([CH3:50])([CH3:51])[CH3:52])=[O:48].[CH2:20]1[O:21][CH2:22][CH2:23][CH2:24]1.[N:25](=[N+:26]=[N-:27])[CH:28]([CH:29]([CH3:30])[OH:31])[c:32]1[cH:33][c:34]([F:40])[c:35]([F:39])[c:36]([F:38])[cH:37]1.[OH2:53].[c:1]1([P:2]([c:3]2[cH:4][cH:5][cH:6][cH:7][cH:8]2)[c:9]2[cH:10][cH:11][cH:12][cH:13][cH:14]2)[cH:15][cH:16][cH:17][cH:18][cH:19]1>>[NH:25]([CH:28]([CH:29]([CH3:30])[OH:31])[c:32]1[cH:33][c:34]([F:40])[c:35]([F:39])[c:36]([F:38])[cH:37]1)[C:46]([O:45][C:41]([CH3:42])([CH3:43])[CH3:44])=[O:47]. The reactants are C1(=CC=CC=C1)NC(=O)C1(CC1)C(=O)OCC (ethyl 1-(phenyl carbamoyl)cyclopropane carboxylate), [OH-].[K+] (KOH). Solvent: C(C)O.C1CCOC1 (ethanol THF), O (H2O). Conditions: time 8 hour. Yields the product C1(=CC=CC=C1)NC(=O)C1(CC1)C(=O)O (1-(phenylcarbamoyl)cyclopropanecarboxylic acid). Isolated yield 88.2%. Reaction SMILES: [C:1]1([NH:7][C:8]([C:10]2([C:13]([O:15]CC)=[O:14])[CH2:12][CH2:11]2)=[O:9])[CH:6]=[CH:5][CH:4]=[CH:3][CH:2]=1.[OH-].[K+]>C(O)C.C1COCC1.O>[C:1]1([NH:7][C:8]([C:10]2([C:13]([OH:15])=[O:14])[CH2:11][CH2:12]2)=[O:9])[CH:2]=[CH:3][CH:4]=[CH:5][CH:6]=1 |f:1.2,3.4|. Procedure: To a solution of ethyl 1-(phenyl carbamoyl)cyclopropane carboxylate (13 g, 55.79 mmol) in ethanol/THF (1/1, 100 mL) was added KOH (4.69 g, 83.69 mmol) in H2O (8 mL) and the mixture was stirred at room temperature overnight. The ethanol and THF were removed under reduced pressure. The residue was neutralized with HCl (5 mol/L, 20 mL), and extracted with EtOAc (150 mL×3). The combined organic phases were dried over Na2SO4, filtered and the filtrate was concentrated in vacuo to afford the title com...